Dataset: the Open Reaction Database (ORD), a public repository of structured organic reaction records. Task: describe an organic reaction: reactants, conditions, products, and yield The reactants are C(C)O.Cl (hydrochloric acid ethanol), S1C2=C(C=C1)C(=CC=C2)N2CCN(CC2)CCCOC=2C=C1C=CN(C(C1=CC2)=O)C (6-[3-(4-benzo[b]thiophen-4-yl-piperazin-1-yl)propoxy]-2-methyl-2H-isoquinolin-1-one), S1C2=C(C=C1)C(=CC=C2)N2CCN(CC2)CCCOC=2C=C1C=CNC(C1=CC2)=O (6-[3-(4-benzo[b]thiophen-4-yl-piperazin-1-yl)propoxy]-2H-isoquinolin-1-one), CI (methyl iodide). Solvent: C(C)(=O)OCC (ethyl acetate). Yields the product Cl.S1C2=C(C=C1)C(=CC=C2)N2CCN(CC2)CCCOC=2C=C1C=CN(C(C1=CC2)=O)C (6-[3-(4-benzo[b]thiophen-4-yl-piperazin-1-yl)propoxy]-2-methyl-2H-isoquinolin-1-one hydrochloride). Reaction SMILES: [S:1]1[CH:5]=[CH:4][C:3]2[C:6]([N:10]3[CH2:15][CH2:14][N:13]([CH2:16][CH2:17][CH2:18][O:19][C:20]4[CH:21]=[C:22]5[C:27](=[CH:28][CH:29]=4)[C:26](=[O:30])[N:25]([CH3:31])[CH:24]=[CH:23]5)[CH2:12][CH2:11]3)=[CH:7][CH:8]=[CH:9][C:2]1=2.S1C=CC2C(N3CCN(CCCOC4C=C5C(=CC=4)C(=O)NC=C5)CC3)=CC=CC1=2.CI.C(O)C.[ClH:67]>C(OCC)(=O)C>[ClH:67].[S:1]1[CH:5]=[CH:4][C:3]2[C:6]([N:10]3[CH2:15][CH2:14][N:13]([CH2:16][CH2:17][CH2:18][O:19][C:20]4[CH:21]=[C:22]5[C:27](=[CH:28][CH:29]=4)[C:26](=[O:30])[N:25]([CH3:31])[CH:24]=[CH:23]5)[CH2:12][CH2:11]3)=[CH:7][CH:8]=[CH:9][C:2]1=2 |f:3.4,6.7|. Procedure details: By a similar method as in Example 18, 6-[3-(4-benzo[b]thiophen-4-yl-piperazin-1-yl)propoxy]-2-methyl-2H-isoquinolin-1-one was prepared from 6-[3-(4-benzo[b]thiophen-4-yl-piperazin-1-yl)propoxy]-2H-isoquinolin-1-one using methyl iodide, and after it was made into an ethyl acetate solution, 1N hydrochloric acid ethanol solution was added thereto, precipitated crystals were separated by filtration, recrystallized from ethyl acetate and thereby 6-[3-(4-benzo[b]thiophen-4-yl-piperazin-1-yl)propoxy]-2... Starting materials: C(C)(C)(C)[Si](C1=CC=CC=C1)(C1=CC=CC=C1)Cl (t-butylchlorodiphenylsilane), FC(C(=O)N[C@@H]1CC[C@H](C2=CC=CC=C12)O)(F)F (2,2,2-trifluoro-N-((1R,4R)-4-hydroxy-1,2,3,4-tetrahydronaphthalen-1-yl)acetamide), N1C=NC=C1 (imidazole), CN(C)C=O (DMF). Run in CCOC(=O)C (EtOAc). The product is [Si](C1=CC=CC=C1)(C1=CC=CC=C1)(C(C)(C)C)O[C@@H]1CC[C@H](C2=CC=CC=C12)NC(C(F)(F)F)=O (N-((1R,4R)-4-(tert-butyldiphenylsilyloxy)-1,2,3,4-tetrahydronaphthalen-1-yl)-2,2,2-trifluoroacetamide). The yield is 94.7%. RXN SMILES: [F:1][C:2]([F:18])([F:17])[C:3]([NH:5][C@H:6]1[C:15]2[C:10](=[CH:11][CH:12]=[CH:13][CH:14]=2)[C@H:9]([OH:16])[CH2:8][CH2:7]1)=[O:4].N1C=CN=C1.CN(C=O)C.[C:29]([Si:33](Cl)([C:40]1[CH:45]=[CH:44][CH:43]=[CH:42][CH:41]=1)[C:34]1[CH:39]=[CH:38][CH:37]=[CH:36][CH:35]=1)([CH3:32])([CH3:31])[CH3:30]>CCOC(C)=O>[Si:33]([O:16][C@H:9]1[C:10]2[C:15](=[CH:14][CH:13]=[CH:12][CH:11]=2)[C@H:6]([NH:5][C:3](=[O:4])[C:2]([F:17])([F:18])[F:1])[CH2:7][CH2:8]1)([C:29]([CH3:32])([CH3:31])[CH3:30])([C:40]1[CH:41]=[CH:42][CH:43]=[CH:44][CH:45]=1)[C:34]1[CH:39]=[CH:38][CH:37]=[CH:36][CH:35]=1. Reported procedure: To a 250 ml round bottom flask containing 2.2 g (8.49 mmol) of 2,2,2-trifluoro-N-((1R,4R)-4-hydroxy-1,2,3,4-tetrahydronaphthalen-1-yl)acetamide and 1.73 g (25.48 mmol) of imidazole was added 35 ml of DMF, and stirring was started. To this solution was added 4.67 g (16.99 mmol) of t-butylchlorodiphenylsilane. The reaction mixture was stirred at room temperature overnight. The reaction mixture was diluted with 150 ml EtOAc, and washed with 20 ml distilled water. The organic phase was dried over Mg... The reactants are C[Mg]Cl, CC(C)(C)C(=O)Nc1cccc(C=O)n1, C1CCOC1. The product is CC(O)c1cccc(NC(=O)C(C)(C)C)n1. As a reaction SMILES: [CH3:16][Mg:17][Cl:18].[CH:1](=[O:2])[c:3]1[cH:4][cH:5][cH:6][c:7]([NH:9][C:10]([C:11]([CH3:12])([CH3:13])[CH3:14])=[O:15])[n:8]1.[O:19]1[CH2:20][CH2:21][CH2:22][CH2:23]1>>[CH:1]([OH:2])([c:3]1[cH:4][cH:5][cH:6][c:7]([NH:9][C:10]([C:11]([CH3:12])([CH3:13])[CH3:14])=[O:15])[n:8]1)[CH3:16].